Dataset: the Open Reaction Database (ORD), a public repository of structured organic reaction records. Task: describe an organic reaction: reactants, conditions, products, and yield The reactants are C(C)(=O)C=1OC=C(C1)C1=CC=CC=C1 (2-Acetyl-4-phenylfuran), C(CN)N (1,2-ethanediamine), O (water), saturated solution, C(\C=C\C(=O)O)(=O)O (fumaric acid), O (water). Run in C(C)O (ethanol). Yields the product C(\C=C\C(=O)O)(=O)O.CC=1C=2N(CCN1)C=C(C2)C2=CC=CC=C2 (3,4-dihydro-1-methyl-7-phenylpyrrolo[1,2-a]pyrazine fumarate). The yield is 31.0%. RXN SMILES: [C:1]([C:4]1O[CH:6]=[C:7]([C:9]2[CH:14]=[CH:13][CH:12]=[CH:11][CH:10]=2)[CH:8]=1)(=O)[CH3:2].[CH2:15]([NH2:18])[CH2:16][NH2:17].O.[C:20]([OH:27])(=[O:26])/[CH:21]=[CH:22]/[C:23]([OH:25])=[O:24]>C(O)C>[C:20]([OH:27])(=[O:26])/[CH:21]=[CH:22]/[C:23]([OH:25])=[O:24].[CH3:2][C:1]1[C:4]2[N:17]([CH:6]=[C:7]([C:9]3[CH:14]=[CH:13][CH:12]=[CH:11][CH:10]=3)[CH:8]=2)[CH2:16][CH2:15][N:18]=1 |f:5.6|. Procedure details: 2-Acetyl-4-phenylfuran (0.7 g) was heated at 100° C. for 1 hour under argon with 0.8 ml of 1,2-ethanediamine and 0.1 ml of water. After cooling 50 ml of water were added and the mixture was extracted three times with 50 ml of methylene chloride each time. The organic phases were combined, dried with MgSO4 and freed from solvent. The residue, 0.7 g of brown oil, was chromatographed on 60 g of silica gel with methylene chloride/methanol (19:1) as the eluent. The crude product, 0.4 g of brown solid... Reactants: CO (methanol), [H-].[Al+3].[Li+].[H-].[H-].[H-] (Lithium aluminum hydride), C(CC)N(C1C(NC2=C(C=CC=C2C1)OC)=O)CCC (3-(dipropylamino)-3,4-dihydro-8-methoxy-2(1H)quinolinone), C(C)(=O)OCC (ethyl acetate). The solvent is C1CCOC1 (THF). Reaction conditions: temperature 50 celsius. The product is COC=1C=CC=C2CC(CNC12)N(CCC)CCC (1,2,3,4-tetrahydro-8-methoxy-N,N-dipropyl-3-quinolinamine). Yield: 98.3%. As a reaction SMILES: [H-].[Al+3].[Li+].[H-].[H-].[H-].[CH2:7]([N:10]([CH2:24][CH2:25][CH3:26])[CH:11]1[CH2:20][C:19]2[C:14](=[C:15]([O:21][CH3:22])[CH:16]=[CH:17][CH:18]=2)[NH:13][C:12]1=O)[CH2:8][CH3:9].C(OCC)(=O)C.CO>C1COCC1>[CH3:22][O:21][C:15]1[CH:16]=[CH:17][CH:18]=[C:19]2[C:14]=1[NH:13][CH2:12][CH:11]([N:10]([CH2:7][CH2:8][CH3:9])[CH2:24][CH2:25][CH3:26])[CH2:20]2 |f:0.1.2.3.4.5|. Reported procedure: Lithium aluminum hydride (1.08 g, 27.7 mmol) was added to a stirred solution of 3-(dipropylamino)-3,4-dihydro-8-methoxy-2(1H)quinolinone (1.05 g, 3.8 mmol) in THF (50 mL) and the solution was heated to 50° C. for 1 hour. After cooling, ethyl acetate followed by methanol were added to destroy excess hydride, and the solvent was evaporated. The residue was partitioned between ethyl acetate and water. Evaporation of the ethyl acetate gave 0.98 g of 1,2,3,4-tetrahydro-8-methoxy-N,N-dipropyl-3-quinol... Starting materials: FC(C1=NC(=CC(=C1)O)C(F)(F)F)(F)F (2,6-di(trifluoromethyl)-4-hydroxypyridine), P(Br)(Br)Br (phosphorus tribromide), ice water. Solvent: C(Cl)Cl (methylene dichloride), C(Cl)Cl (methylene dichloride). Yields the product BrC1=CC(=NC(=C1)C(F)(F)F)C(F)(F)F (4-bromo-2,6-di(trifluoromethyl)pyridine). Reaction SMILES: [F:1][C:2]([F:15])([F:14])[C:3]1[CH:8]=[C:7](O)[CH:6]=[C:5]([C:10]([F:13])([F:12])[F:11])[N:4]=1.P(Br)(Br)[Br:17]>C(Cl)Cl>[Br:17][C:7]1[CH:8]=[C:3]([C:2]([F:15])([F:14])[F:1])[N:4]=[C:5]([C:10]([F:13])([F:12])[F:11])[CH:6]=1. Procedure: A mixture of 6 g 2,6-di(trifluoromethyl)-4-hydroxypyridine and 4.9 ml phosphorus tribromide was heated 15 min. at 140°-150° C. and 90 min. at 160°-170° C. The reaction mixture was cooled, 150 ml methylene dichloride added, and poured into ice-water. From the methylene dichloride layer there was isolated 3.5 g 4-bromo-2,6-di(trifluoromethyl)pyridine, colorless solid, m.p. 92°-95° C. Reactants: C1COCCO1, CO, Cl, CC(NS(=O)C(C)(C)C)c1cc(F)c(N)c(I)c1. Product: CC(N)c1cc(F)c(N)c(I)c1. As a reaction SMILES: [CH2:22]1[O:23][CH2:24][CH2:25][O:26][CH2:27]1.[CH3:19][OH:20].[ClH:21].[NH2:1][c:2]1[c:3]([F:18])[cH:4][c:5]([CH:9]([CH3:10])[NH:11][S:12]([C:13]([CH3:14])([CH3:15])[CH3:16])=[O:17])[cH:6][c:7]1[I:8]>>[NH2:1][c:2]1[c:3]([F:18])[cH:4][c:5]([CH:9]([CH3:10])[NH2:11])[cH:6][c:7]1[I:8]. The reactants are CCOC(=O)C(C)O, C1CCCCC1, ClCCl, N=C(OCc1ccccc1)C(Cl)(Cl)Cl, O=S(=O)(O)C(F)(F)F. The product is CCOC(=O)C(C)OCc1ccccc1. Reaction SMILES: [C:9]([CH:10]([OH:11])[CH3:12])(=[O:13])[O:14][CH2:15][CH3:16].[CH2:31]1[CH2:32][CH2:33][CH2:34][CH2:35][CH2:36]1.[CH2:37]([Cl:38])[Cl:39].[Cl:17][C:18]([Cl:19])([Cl:20])[C:28](=[NH:29])[O:30][CH2:21][c:22]1[cH:23][cH:24][cH:25][cH:26][cH:27]1.[OH:1][S:2]([C:3]([F:4])([F:5])[F:6])(=[O:7])=[O:8]>>[C:9]([CH:10]([O:11][CH2:21][c:22]1[cH:23][cH:24][cH:25][cH:26][cH:27]1)[CH3:12])(=[O:13])[O:14][CH2:15][CH3:16]. Reactants: C(C)(C)(C)OC(NC=1C=CC(=NC1)N1CCCCC1)=O ((3,4,5,6-tetrahydro-2H-[1,2′]bipyridinyl-5′-yl)carbamic acid tert-butyl ester), C(C)(C)(C)OC(NC=1C=NC(=CC1I)C1=CC=CC=C1)=O ((4-iodo-6-phenylpyridin-3-yl)carbamic acid tert-butyl ester). The product is C(C)(C)(C)OC(NC=1C(=CC(=NC1)N1CCCCC1)I)=O ((4′-Iodo-3,4,5,6-tetrahydro-2H-[1,2]bipyridinyl-5′-yl)carbamic acid tert-butyl ester). RXN SMILES: [C:1]([O:5][C:6](=[O:20])[NH:7][C:8]1[CH:9]=[CH:10][C:11]([N:14]2[CH2:19][CH2:18][CH2:17][CH2:16][CH2:15]2)=[N:12][CH:13]=1)([CH3:4])([CH3:3])[CH3:2].C(OC(=O)NC1C=NC(C2C=CC=CC=2)=CC=1[I:34])(C)(C)C>>[C:1]([O:5][C:6](=[O:20])[NH:7][C:8]1[C:9]([I:34])=[CH:10][C:11]([N:14]2[CH2:15][CH2:16][CH2:17][CH2:18][CH2:19]2)=[N:12][CH:13]=1)([CH3:4])([CH3:2])[CH3:3]. Reported procedure: The title product was prepared from (3,4,5,6-tetrahydro-2H-[1,2′]bipyridinyl-5′-yl)carbamic acid tert-butyl ester in the same manner as described in the preparation of (4-iodo-6-phenylpyridin-3-yl)carbamic acid tert-butyl ester. The reactants are S1C(=NC2=C1C=CC=C2)CC#N (Benzothiazole-2-acetonitrile), C(#N)C1=CC=C(C=O)C=C1 (4-cyanobenzaldehyde), N1CCCCC1 (Piperidine). Run in C(C)O (ethanol). Run at time 2 hour. Product: S1C(=NC2=C1C=CC=C2)\C(=C/C2=CC=C(C#N)C=C2)\C#N (4-[(Z)-2-(1,3-Benzothiazol-2-yl)-2-cyanoethenyl]benzonitrile). As a reaction SMILES: [S:1]1[C:5]2[CH:6]=[CH:7][CH:8]=[CH:9][C:4]=2[N:3]=[C:2]1[CH2:10][C:11]#[N:12].[C:13]([C:15]1[CH:22]=[CH:21][C:18]([CH:19]=O)=[CH:17][CH:16]=1)#[N:14].N1CCCCC1>C(O)C>[S:1]1[C:5]2[CH:6]=[CH:7][CH:8]=[CH:9][C:4]=2[N:3]=[C:2]1/[C:10](/[C:11]#[N:12])=[CH:19]\[C:18]1[CH:21]=[CH:22][C:15]([C:13]#[N:14])=[CH:16][CH:17]=1. Procedure: Benzothiazole-2-acetonitrile (750 mg, 4.3 mmol) and 4-cyanobenzaldehyde (564 mg, 4.3 mmol) are dissolved in ethanol (20 ml). Piperidine (11 mg, 0.13 mmol) is added, and the reaction is stirred at room temperature for 2 hours. A precipitate is formed, which is filtered and washed with additional ethanol (5 ml). The solid is dried in a vacuum desiccator overnight and used without further purification. Reactants: [Li]C(C)(C)C, C1CCOC1, Fc1ccc(OC(F)(F)F)cc1, CN(C)C=O. Product: O=Cc1cc(OC(F)(F)F)ccc1F. RXN SMILES: [C:13]([Li:14])([CH3:15])([CH3:16])[CH3:17].[CH2:23]1[O:24][CH2:25][CH2:26][CH2:27]1.[F:1][c:2]1[cH:3][cH:4][c:5]([O:8][C:9]([F:10])([F:11])[F:12])[cH:6][cH:7]1.[O:18]=[CH:19][N:20]([CH3:21])[CH3:22]>>[F:1][c:2]1[cH:3][cH:4][c:5]([O:8][C:9]([F:10])([F:11])[F:12])[cH:6][c:7]1[CH:19]=[O:18]. Reactants: N(C1=CC=CC=C1)C(CC=1N=C(SC1)SC(C(=O)O)(C)C)=O (2-{[4-(2-anilino-2-oxoethyl)-1,3-thiazol-2-yl]thio}-2-methylpropionic acid), CO (Methanol). Run in O1CCCC1 (tetrahydrofuran). Run at time 8 hour. Product: N(C1=CC=CC=C1)CCC=1N=C(SC1)SC(C(=O)O)(C)C (2-{[4-(2-anilinoethyl)-1,3-thiazol-2-yl]thio}-2-methylpropionic acid). Isolated yield 86.3%. RXN SMILES: [NH:1]([C:8](=O)[CH2:9][C:10]1[N:11]=[C:12]([S:15][C:16]([CH3:21])([CH3:20])[C:17]([OH:19])=[O:18])[S:13][CH:14]=1)[C:2]1[CH:7]=[CH:6][CH:5]=[CH:4][CH:3]=1.CO>O1CCCC1>[NH:1]([CH2:8][CH2:9][C:10]1[N:11]=[C:12]([S:15][C:16]([CH3:21])([CH3:20])[C:17]([OH:19])=[O:18])[S:13][CH:14]=1)[C:2]1[CH:7]=[CH:6][CH:5]=[CH:4][CH:3]=1. Procedure: To a suspension of 2-{[4-(2-anilino-2-oxoethyl)-1,3-thiazol-2-yl]thio}-2-methylpropionic acid resin (2.9 g) obtained in Example 488-1 in tetrahydrofuran (30 mL) was added 1 mol/L borane-tetrahydrofuran complex (24 ml), and the mixture was stirred at room temperature overnight. Methanol was gradually added to the reaction mixture, and the mixture was stirred at room temperature overnight. The resin was collected by filtration, washed three times with methanol, and vacuum dried to give the title p... The reactants are CO, COc1ncc(F)cc1-c1ccc(C(C)N2C(=O)c3ccccc3C2=O)cc1, NN, C1COCCO1, O. Yields the product COc1ncc(F)cc1-c1ccc(C(C)N)cc1. RXN SMILES: [CH3:32][OH:33].[F:1][c:2]1[cH:3][c:4](-[c:10]2[cH:11][cH:12][c:13]([CH:16]([CH3:17])[N:18]3[C:19](=[O:20])[c:21]4[c:22]([cH:23][cH:24][cH:25][cH:26]4)[C:27]3=[O:28])[cH:14][cH:15]2)[c:5]([O:8][CH3:9])[n:6][cH:7]1.[NH2:30][NH2:31].[O:34]1[CH2:35][CH2:36][O:37][CH2:38][CH2:39]1.[OH2:29]>>[F:1][c:2]1[cH:3][c:4](-[c:10]2[cH:11][cH:12][c:13]([CH:16]([CH3:17])[NH2:18])[cH:14][cH:15]2)[c:5]([O:8][CH3:9])[n:6][cH:7]1.